From a dataset of the Open Reaction Database (ORD), a public repository of structured organic reaction records. describe an organic reaction: reactants, conditions, products, and yield The reactants are C(C)(C)(C)OC(C(=O)OCC)C1=C(SC(=C1C1=C(CCCC1C)C)C)C (ethyl tert-Butoxy-[4-(2,6-dimethyl-cyclohex-1-enyl)-2,5-dimethyl-thiophen-3-yl]-acetate), C(C)(C)(C)OC(C(=O)O)C1=C(SC(=C1C1=CCC(CC1)(C)C)C)C (tert-butoxy-[4-(4,4-dimethyl-cyclohex-1-enyl)-2,5-dimethyl-thiophen-3-yl]-acetic acid). Yields the product C(C)(C)(C)OC(C(=O)O)C1=C(SC(=C1C1=C(CCCC1C)C)C)C (tert-Butoxy-[4-(2,6-dimethyl-cyclohex-1-enyl)-2,5-dimethyl-thiophen-3-yl]-acetic acid). As a reaction SMILES: [C:1]([O:5][CH:6]([C:12]1[C:16]([C:17]2[CH:22]([CH3:23])[CH2:21][CH2:20][CH2:19][C:18]=2[CH3:24])=[C:15]([CH3:25])[S:14][C:13]=1[CH3:26])[C:7]([O:9]CC)=[O:8])([CH3:4])([CH3:3])[CH3:2].C(OC(C1C(C2CCC(C)(C)CC=2)=C(C)SC=1C)C(O)=O)(C)(C)C>>[C:1]([O:5][CH:6]([C:12]1[C:16]([C:17]2[CH:22]([CH3:23])[CH2:21][CH2:20][CH2:19][C:18]=2[CH3:24])=[C:15]([CH3:25])[S:14][C:13]=1[CH3:26])[C:7]([OH:9])=[O:8])([CH3:3])([CH3:4])[CH3:2]. Procedure details: Using the procedure described in example 29, step 3, ethyl tert-butoxy-[4-(2,6-dimethyl-cyclohex-1-enyl)-2,5-dimethyl-thiophen-3-yl]-acetate (53b) (90 mg, 0.24 mmol) is converted, after purification by flash chromatography on silica gel (dichloromethane/methanol 95/5), to tert-butoxy-[4-(4,4-dimethyl-cyclohex-1-enyl)-2,5-dimethyl-thiophen-3-yl]-acetic acid (example 53) (21 mg, 0.06 mmol, 25%). Reaction SMILES: [C:1]([O:2][C:3](=[O:4])[NH:7][CH2:8][CH:9]1[CH2:10][CH2:11][N:12]([C:15](=[O:16])[CH:17]2[CH2:18][CH2:19][CH:20]([NH:23][c:24]3[n:25][cH:26][cH:27][c:28](-[n:30]4[cH:31][cH:32][c:33]5[c:34]([O:39][CH2:40][CH2:41][CH2:42][S:43](=[O:44])(=[O:45])[CH3:46])[cH:35][cH:36][cH:37][c:38]45)[n:29]3)[CH2:21][CH2:22]2)[CH2:13][CH2:14]1)([CH3:5])([CH3:6])[CH3:47].[ClH:48]>>[NH2:7][CH2:8][CH:9]1[CH2:10][CH2:11][N:12]([C:15](=[O:16])[CH:17]2[CH2:18][CH2:19][CH:20]([NH:23][c:24]3[n:25][cH:26][cH:27][c:28](-[n:30]4[cH:31][cH:32][c:33]5[c:34]([O:39][CH2:40][CH2:41][CH2:42][S:43](=[O:44])(=[O:45])[CH3:46])[cH:35][cH:36][cH:37][c:38]45)[n:29]3)[CH2:21][CH2:22]2)[CH2:13][CH2:14]1. Product: CS(=O)(=O)CCCOc1cccc2c1ccn2-c1ccnc(NC2CCC(C(=O)N3CCC(CN)CC3)CC2)n1. Reactants: CC(C)(C)OC(=O)NCC1CCN(C(=O)C2CCC(Nc3nccc(-n4ccc5c(OCCCS(C)(=O)=O)cccc54)n3)CC2)CC1, Cl.